This data is from the Open Reaction Database (ORD), a public repository of structured organic reaction records. The task is: describe an organic reaction: reactants, conditions, products, and yield Reactants: ClC=1C=C(C(=O)O)C=CN1 (2-chloroisonicotinic acid), C(=O)(N1C=NC=C1)N1C=NC=C1 (1,1′-carbonyldiimidazole), C(C)O (ethanol). Solvent: O1CCCC1 (tetrahydrofuran). The product is ClC=1C=C(C(=O)OCC)C=CN1 (ethyl 2-chloroisonicotinate). Yield: 95.9%. As a reaction SMILES: [Cl:1][C:2]1[CH:3]=[C:4]([CH:8]=[CH:9][N:10]=1)[C:5]([OH:7])=[O:6].C(N1C=CN=C1)(N1[CH:17]=[CH:16]N=C1)=O.C(O)C>O1CCCC1>[Cl:1][C:2]1[CH:3]=[C:4]([CH:8]=[CH:9][N:10]=1)[C:5]([O:7][CH2:16][CH3:17])=[O:6]. Procedure details: In 400 ml of tetrahydrofuran was dissolved 31.5 g of 2-chloroisonicotinic acid, and 32.5 g of 1,1′-carbonyldiimidazole was added thereto. The mixture was stirred under ice-cooling for an hour. To the solution was added 50 ml of ethanol, and the mixture was stirred at room temperature for 2 hours. The solution was concentrated, and extracted by adding ethyl acetate and water. The organic layer was dried over magnesium sulfate, and the residue was vacuum dried, to give 35.6 g of ethyl 2-chloroison... The reactants are O=C([O-])[O-], COC(=O)c1cc(O)c2c(c1)OC(C)(C)C2, CS(=O)(=O)c1ccc(F)cc1Cl, [Cs+], [Cs+], CN(C)C=O. The product is COC(=O)c1cc(Oc2ccc(S(C)(=O)=O)c(Cl)c2)c2c(c1)OC(C)(C)C2. As a reaction SMILES: [C:29](=[O:30])([O-:31])[O-:32].[CH3:13][O:14][C:15](=[O:16])[c:17]1[cH:18][c:19]2[c:20]([c:26]([OH:28])[cH:27]1)[CH2:21][C:22]([CH3:24])([CH3:25])[O:23]2.[Cl:1][c:2]1[c:3]([S:9](=[O:10])(=[O:11])[CH3:12])[cH:4][cH:5][c:6]([F:8])[cH:7]1.[Cs+:33].[Cs+:34].[O:35]=[CH:36][N:37]([CH3:38])[CH3:39]>>[Cl:1][c:2]1[c:3]([S:9](=[O:10])(=[O:11])[CH3:12])[cH:4][cH:5][c:6]([O:28][c:26]2[c:20]3[c:19]([cH:18][c:17]([C:15]([O:14][CH3:13])=[O:16])[cH:27]2)[O:23][C:22]([CH3:24])([CH3:25])[CH2:21]3)[cH:7]1. Starting materials: NC1=CC=C(C#N)C=C1 (4-Aminobenzonitrile), COC1=CC=C(C=C1)CCCCCCCCCCBr (10-(4-methoxyphenyl)decylbromide), O (water). The solvent is CN(P(=O)(N(C)C)N(C)C)C (hexamethylphosphoramide). Conditions: temperature 120 celsius. Yields the product COC1=CC=C(C=C1)CCCCCCCCCCNC1=CC=C(C#N)C=C1 (4-[10-(4-methoxyphenyl)decylamino]benzonitrile). Reaction SMILES: [NH2:1][C:2]1[CH:9]=[CH:8][C:5]([C:6]#[N:7])=[CH:4][CH:3]=1.[CH3:10][O:11][C:12]1[CH:17]=[CH:16][C:15]([CH2:18][CH2:19][CH2:20][CH2:21][CH2:22][CH2:23][CH2:24][CH2:25][CH2:26][CH2:27]Br)=[CH:14][CH:13]=1.O>CN(C)P(N(C)C)(N(C)C)=O>[CH3:10][O:11][C:12]1[CH:17]=[CH:16][C:15]([CH2:18][CH2:19][CH2:20][CH2:21][CH2:22][CH2:23][CH2:24][CH2:25][CH2:26][CH2:27][NH:1][C:2]2[CH:9]=[CH:8][C:5]([C:6]#[N:7])=[CH:4][CH:3]=2)=[CH:14][CH:13]=1. Procedure: 4-Aminobenzonitrile (11.8 g.) and 10-(4-methoxyphenyl)decylbromide (16.3 g.) are dissolved in hexamethylphosphoramide (100 ml.) and heated under nitrogen in an oil bath maintained at 120° C. for 22 hours. The reaction mixture is cooled to room temperature and water (100 ml.) is added gradually. The mixture is then chilled in an ice bath. The precipitate separated is filtered, washed thoroughly with water, and dried. It is then washed repeatedly with hexane and dried. Recrystallization from ether... Reactants: Brc1ccc(-c2cccc3c2oc2ccccc23)cc1, CCO, Cc1ccccc1, O=Cc1ccc(B(O)O)cc1, [Na+], [Na+], O=C([O-])[O-]. Product: O=Cc1ccc(-c2ccc(-c3cccc4c3oc3ccccc34)cc2)cc1. Reaction SMILES: [Br:12][c:13]1[cH:14][cH:15][c:16](-[c:19]2[cH:20][cH:21][cH:22][c:23]3[c:24]2[o:25][c:26]2[c:27]3[cH:28][cH:29][cH:30][cH:31]2)[cH:17][cH:18]1.[CH3:38][CH2:39][OH:40].[CH3:41][c:42]1[cH:43][cH:44][cH:45][cH:46][cH:47]1.[CH:1](=[O:2])[c:3]1[cH:4][cH:5][c:6]([B:9]([OH:10])[OH:11])[cH:7][cH:8]1.[Na+:32].[Na+:33].[O-:34][C:35](=[O:36])[O-:37]>>[CH:1](=[O:2])[c:3]1[cH:4][cH:5][c:6](-[c:13]2[cH:14][cH:15][c:16](-[c:19]3[cH:20][cH:21][cH:22][c:23]4[c:24]3[o:25][c:26]3[c:27]4[cH:28][cH:29][cH:30][cH:31]3)[cH:17][cH:18]2)[cH:7][cH:8]1. Starting materials: P(=O)(Cl)(Cl)Cl (phosphoryl chloride), NC1[C@@H]2N(C(=C(CS2)CSC=2SC(=NN2)C)C(=O)O)C1=O (7-amino-3-(5-methyl-1,3,4-thiadiazol-2-ylthiomethyl)-3-cephem-4-carboxylic acid), C[Si](C)(C)CC(=O)N (trimethylsilylacetamide), C(=O)NC=1SC(=C(N1)C(C(=O)O)=NOC)Br (2-(2-formamido-5-bromothiazol-4-yl)-2-methoxyiminoacetic acid). Solvent: C(C)(=O)OCC (ethyl acetate), CN(C=O)C (dimethylformamide), C(C)(=O)OCC (ethyl acetate), C(C)(=O)OCC (ethyl acetate), O (water), C(C)(=O)OCC (ethyl acetate). Run at time 30 minute. Product: C(=O)NC=1SC(=C(N1)C(C(=O)NC1[C@@H]2N(C(=C(CS2)CSC=2SC(=NN2)C)C(=O)O)C1=O)=NOC)Br (7-[2-(2-formamido-5-bromothiazol-4-yl)-2-methoxyiminoacetamido]-3-(5-methyl-1,3,4-thiadiazol-2-ylthiomethyl)-3-cephem-4-carboxylic acid). Yield: 59.2%. Reaction SMILES: P(Cl)(Cl)(Cl)=O.[CH:6]([NH:8][C:9]1[S:10][C:11]([Br:21])=[C:12]([C:14](=[N:18][O:19][CH3:20])[C:15]([OH:17])=O)[N:13]=1)=[O:7].[NH2:22][CH:23]1[C:41](=[O:42])[N:25]2[C:26]([C:38]([OH:40])=[O:39])=[C:27]([CH2:30][S:31][C:32]3[S:33][C:34]([CH3:37])=[N:35][N:36]=3)[CH2:28][S:29][C@H:24]12.C[Si](CC(N)=O)(C)C>C(OCC)(=O)C.O.CN(C)C=O>[CH:6]([NH:8][C:9]1[S:10][C:11]([Br:21])=[C:12]([C:14](=[N:18][O:19][CH3:20])[C:15]([NH:22][CH:23]2[C:41](=[O:42])[N:25]3[C:26]([C:38]([OH:40])=[O:39])=[C:27]([CH2:30][S:31][C:32]4[S:33][C:34]([CH3:37])=[N:35][N:36]=4)[CH2:28][S:29][C@H:24]23)=[O:17])[N:13]=1)=[O:7]. Procedure: A mixture of dimethylformamide (0.3 ml.), phosphoryl chloride (0.35 ml.) and dry ethyl acetate (1.5 ml.) was stirred for 30 minutes under ice-cooling. Dry ethyl acetate (1.5 ml.) and 2-(2-formamido-5-bromothiazol-4-yl)-2-methoxyiminoacetic acid (syn isomer, 1.0 g.) were added to the solution and stirred for 50 minutes under ice-cooling. The solution was added dropwise to a chilled solution of 7-amino-3-(5-methyl-1,3,4-thiadiazol-2-ylthiomethyl)-3-cephem-4-carboxylic acid (1.1 g.) and trimethylsi... Starting materials: ClC=1C(=NC=CN1)CNC(=O)C1CN(C(C1)=O)C (N-((3-chloropyrazin-2-yl)methyl)-1-methyl-5-oxopyrrolidine-3-carboxamide), C([O-])([O-])=O.[K+].[K+] (potassium carbonate), CB1OB(OB(O1)C)C (trimethylboroxine). Reagents/catalysts: C1(=CC=CC=C1)P([C-]1C=CC=C1)C1=CC=CC=C1.[C-]1(C=CC=C1)P(C1=CC=CC=C1)C1=CC=CC=C1.[Fe+2] (1,1′-bis-(diphenylphosphino)-ferrocene), [Pd](Cl)Cl (palladium dichloride). The solvent is O1CCOCC1 (1,4-dioxan). Reaction conditions: temperature 100 celsius. The product is CN1CC(CC1=O)C(=O)NCC1=NC=CN=C1C (1-methyl-N-((3-methylpyrazin-2-yl)methyl)-5-oxopyrrolidine-3-carboxamide). Yield: 67.9%. Reaction SMILES: Cl[C:2]1[C:3]([CH2:8][NH:9][C:10]([CH:12]2[CH2:16][C:15](=[O:17])[N:14]([CH3:18])[CH2:13]2)=[O:11])=[N:4][CH:5]=[CH:6][N:7]=1.[C:19](=O)([O-])[O-].[K+].[K+].CB1OB(C)OB(C)O1>O1CCOCC1.C1(P(C2C=CC=CC=2)[C-]2C=CC=C2)C=CC=CC=1.[C-]1(P(C2C=CC=CC=2)C2C=CC=CC=2)C=CC=C1.[Fe+2].[Pd](Cl)Cl>[CH3:18][N:14]1[C:15](=[O:17])[CH2:16][CH:12]([C:10]([NH:9][CH2:8][C:3]2[C:2]([CH3:19])=[N:7][CH:6]=[CH:5][N:4]=2)=[O:11])[CH2:13]1 |f:1.2.3,6.7.8|. Procedure: To a stirred suspension of N-((3-chloropyrazin-2-yl)methyl)-1-methyl-5-oxopyrrolidine-3-carboxamide (700 mg, 2.61 mmol) and potassium carbonate (540 mg, 3.91 mmol) in 1,4-dioxan (10 ml) under a nitrogen atmosphere was added trimethylboroxine (981 mg, 7.82 mmol) and 1,1′-bis-(diphenylphosphino)-ferrocene) palladium dichloride (214 mg, 0.261 mmol). The reaction was heated at 100° C. for one hour. Then the reaction mixture was filtered over celite and the celite was rinsed three times with ethyl ac... Starting materials: [H-].[Na+] (sodium hydride), [Cl-].[NH4+] (ammonium chloride), COP(OC)(=O)CC(CCCCC)=O (dimethyl(2-oxoheptyl)phosphonate), ClN1C(CCC1=O)=O (N-chlorosuccinimide). The solvent is COCCOC (DME), COCCOC (DME). Conditions: time 30 minute. The product is COP(OC)(=O)C(C(CCCCC)=O)Cl (dimethyl(1-chloro-2-oxoheptyl)phosphonate). The yield is 76.2%. As a reaction SMILES: [H-].[Na+].[CH3:3][O:4][P:5]([CH2:9][C:10](=[O:16])[CH2:11][CH2:12][CH2:13][CH2:14][CH3:15])(=[O:8])[O:6][CH3:7].[Cl:17]N1C(=O)CCC1=O.[Cl-].[NH4+]>COCCOC>[CH3:3][O:4][P:5]([CH:9]([Cl:17])[C:10](=[O:16])[CH2:11][CH2:12][CH2:13][CH2:14][CH3:15])(=[O:8])[O:6][CH3:7] |f:0.1,4.5|. Reported procedure: Under argon gas atmosphere, 60% sodium hydride (1.8 g, 45.0 mmol) was suspended in anhydrous DME (10 ml) and under ice-cooling, to the suspension was added dimethyl(2-oxoheptyl)phosphonate (5.0 g, 22.5 mmol) dissolved in anhydrous DME (40 ml) and the mixture was stirred at the same conditions for 30 minutes. To the mixture was added N-chlorosuccinimide (3.0 g, 22.5 mmol) and the mixture was stirred at room temperature for 2 hours. To the reaction mixture was then added a saturated aqueous ammoni...